The task is: describe an organic reaction: reactants, conditions, products, and yield. This data is from the Open Reaction Database (ORD), a public repository of structured organic reaction records. The reactants are O (Water), C(=O)C=1C=C2C=CNC2=CC1 (5-Formyl indole), OC=1C=C(C(=O)CC#N)C=CC1O (3,4-dihydroxybenzoylacetonitrile), NCCC(=O)O (β-alanine). The solvent is C(C)O (ethanol). Yields the product OC=1C=C(C(=O)C(C#N)=CC=2C=C3C=CNC3=CC2)C=CC1O (2-(3,4-Dihydroxybenzoyl)-3-(5-indolyl)-2-propenenitrile). Isolated yield 28.3%. As a reaction SMILES: [CH:1]([C:3]1[CH:4]=[C:5]2[C:9](=[CH:10][CH:11]=1)[NH:8][CH:7]=[CH:6]2)=O.[OH:12][C:13]1[CH:14]=[C:15]([CH:21]=[CH:22][C:23]=1[OH:24])[C:16]([CH2:18][C:19]#[N:20])=[O:17].NCCC(O)=O.O>C(O)C>[OH:12][C:13]1[CH:14]=[C:15]([CH:21]=[CH:22][C:23]=1[OH:24])[C:16]([C:18](=[CH:1][C:3]1[CH:4]=[C:5]2[C:9](=[CH:10][CH:11]=1)[NH:8][CH:7]=[CH:6]2)[C:19]#[N:20])=[O:17]. Reported procedure: 5-Formyl indole (145 mg, 1 mmole), 3,4-dihydroxybenzoylacetonitrile (177 mg, 1 mmole) and β-alanine (30 mg) in 30 ml ethanol were refluxed for 3 hours. Water was added and the reaction mixture was extracted with EtOAc. The organic layer was concentrated and the resulting oily residue was purified by chromatography on silica gel to give 86 mg (31%) of the title compound as an orange solid, m.p. 185° C. Reactants: C(C)OC(C1=CC=C(C=C1)N)=O (4-aminobenzoic acid ethyl ester), [N+](=O)(O)[O-] (nitric acid), N#CN (cyanamide). The solvent is C(C)O (ethanol). Run at time 24 hour. The product is [N+](=O)(O)[O-].C(C)OC(C1=CC=C(C=C1)NC(=N)N)=O (4-guanidino-benzoic acid ethyl ester nitrate). RXN SMILES: [CH2:1]([O:3][C:4](=[O:12])[C:5]1[CH:10]=[CH:9][C:8]([NH2:11])=[CH:7][CH:6]=1)[CH3:2].[N+:13]([O-:16])([OH:15])=[O:14].[N:17]#[C:18][NH2:19]>C(O)C>[N+:13]([O-:16])([OH:15])=[O:14].[CH2:1]([O:3][C:4](=[O:12])[C:5]1[CH:10]=[CH:9][C:8]([NH:11][C:18]([NH2:19])=[NH:17])=[CH:7][CH:6]=1)[CH3:2] |f:4.5|. Reported procedure: 4-aminobenzoic acid ethyl ester (20 g, 0.121 mol), nitric acid (7.26 g, 0.121 mol), cyanamide (50%, 14 ml 0.182 mol) were mixed under reflux with ethanol (50 ml). After 24 hr, the mixture was cooled to RT, and then washed with ethanol to give the titled compound as crystalline solid. Starting materials: C(C)(C)(C)OC(=O)N[C@@H](CC(C)C)C(=O)O (N-(tert-butoxycarbonyl)-L-leucine), C(C1=CC=CC=C1)N1C[C@@H]2[C@H](C1)[C@@H](CC2)N ((3aR,4R,6aS)-2-benzyloctahydrocyclopenta[c]pyrrol-4-amine), C(C1=CC=CC=C1)N1C[C@@H]2[C@H](C1)[C@H](CC2)N ((3aR,4S,6aS)-2-benzyloctahydrocyclopenta[c]pyrrol-4-amine). Yields the product C(C1=CC=CC=C1)N1C[C@@H]2[C@H](C1)[C@@H](CC2)NC([C@H](CC(C)C)N(C(OC(C)(C)C)=O)C)=O (tert-butyl(S)-1-((3aR,4R,6aS)-2-benzyloctahydrocyclopenta[c]pyrrol-4-ylamino)-4-methyl-1-oxopentan-2-yl(methyl)carbamate). RXN SMILES: [C:1]([O:5][C:6]([NH:8][C@H:9]([C:14]([OH:16])=O)[CH2:10][CH:11]([CH3:13])[CH3:12])=[O:7])([CH3:4])([CH3:3])[CH3:2].[CH2:17]([N:24]1[CH2:28][C@@H:27]2[C@H:29]([NH2:32])[CH2:30][CH2:31][C@@H:26]2[CH2:25]1)[C:18]1[CH:23]=[CH:22][CH:21]=[CH:20][CH:19]=1.[CH2:33](N1C[C@@H]2[C@@H](N)CC[C@@H]2C1)C1C=CC=CC=1>>[CH2:17]([N:24]1[CH2:28][C@@H:27]2[C@H:29]([NH:32][C:14](=[O:16])[C@@H:9]([N:8]([CH3:33])[C:6](=[O:7])[O:5][C:1]([CH3:2])([CH3:3])[CH3:4])[CH2:10][CH:11]([CH3:12])[CH3:13])[CH2:30][CH2:31][C@@H:26]2[CH2:25]1)[C:18]1[CH:19]=[CH:20][CH:21]=[CH:22][CH:23]=1. Procedure: The title compound was prepared by substituting N-(tert-butoxycarbonyl)-N-methyl-L-leucine for N-(tert-butoxycarbonyl)-L-leucine and (3aR,4R,6aS)-2-benzyloctahydrocyclopenta[c]pyrrol-4-amine from Step A of Example 240 for (3aR,4S,6aS)-2-benzyloctahydrocyclopenta[c]pyrrol-4-amine in the procedure described in Example 221: 1H NMR (400 MHz, pyridine-d5, temperature 90° C.) δ ppm 7.40-7.43 (m, 2H), 7.31-7.37 (m, 3H), 7.23-7.30 (m, 1H), 4.82-4.89 (m, 1H), 4.35-4.42 (m, 1H), 3.35 (d, J=12.9 Hz, 1H), 2... The reactants are CSC1=CC(=C(C(=O)N)C=C1)NC(C1=C(C=CC=C1)OCCC)=O (4-methylthio-2-(2-propoxybenzamido)benzamide), [OH-].[Na+] (sodium hydroxide), Cl (hydrochloric acid). Solvent: N1=CC=CC=C1 (pyridine). Yields the product CSC1=CC=C2C(NC(=NC2=C1)C1=C(C=CC=C1)OCCC)=O (7-Methylthio-2-(2-propoxyphenyl)quinazoline-4(3H)-one). RXN SMILES: [CH3:1][S:2][C:3]1[CH:11]=[CH:10][C:6]([C:7]([NH2:9])=[O:8])=[C:5]([NH:12][C:13](=O)[C:14]2[CH:19]=[CH:18][CH:17]=[CH:16][C:15]=2[O:20][CH2:21][CH2:22][CH3:23])[CH:4]=1.[OH-].[Na+].Cl>N1C=CC=CC=1>[CH3:1][S:2][C:3]1[CH:4]=[C:5]2[C:6]([C:7](=[O:8])[NH:9][C:13]([C:14]3[CH:19]=[CH:18][CH:17]=[CH:16][C:15]=3[O:20][CH2:21][CH2:22][CH3:23])=[N:12]2)=[CH:10][CH:11]=1 |f:1.2|. Reported procedure: A stirred solution of 4-methylthio-2-(2-propoxybenzamido)benzamide (0.85 g) and pyridine (1 ml) in 2 Normal aqueous sodium hydroxide was heated under reflux for 2 hours. The cooled reaction mixture was acidified with concentrated hydrochloric acid and the resultant mixture was extracted with chloroform (3×25 ml). The combined extracts were washed with water and then brine, dried (magnesium sulphate) and evaporated under reduced pressure to yield a solid which was recrystallized from ethanol to y... The reactants are CCCCC(CO)CO, Cc1ccccc1, [Cl-], O=CC1CCC(c2ccc(F)c(F)c2)CC1, O, Cc1ccc(S(=O)(=O)O)cc1. Yields the product CCCCC1COC(C2CCC(c3ccc(F)c(F)c3)CC2)OC1. Reaction SMILES: [CH2:18]([CH2:19][CH2:20][CH3:21])[CH:22]([CH2:23][OH:24])[CH2:25][OH:26].[CH3:39][c:40]1[cH:41][cH:42][cH:43][cH:44][cH:45]1.[Cl-:17].[F:1][c:2]1[cH:3][c:4]([CH:9]2[CH2:10][CH2:11][CH:12]([CH:15]=[O:16])[CH2:13][CH2:14]2)[cH:5][cH:6][c:7]1[F:8].[OH2:38].[c:27]1([CH3:28])[cH:29][cH:30][c:31]([S:32]([OH:33])(=[O:34])=[O:35])[cH:36][cH:37]1>>[F:1][c:2]1[cH:3][c:4]([CH:9]2[CH2:10][CH2:11][CH:12]([CH:15]3[O:16][CH2:25][CH:22]([CH2:18][CH2:19][CH2:20][CH3:21])[CH2:23][O:24]3)[CH2:13][CH2:14]2)[cH:5][cH:6][c:7]1[F:8].